From a dataset of the Open Reaction Database (ORD), a public repository of structured organic reaction records. describe an organic reaction: reactants, conditions, products, and yield The product is CC(C)(C)OC(=O)Nc1ccccc1NC(=O)c1ccc(C(=O)C=Cc2c(Cl)cccc2Cl)cc1. Starting materials: CC(=O)c1ccc(C(=O)Nc2ccccc2NC(=O)OC(C)(C)C)cc1, CO, O=Cc1c(Cl)cccc1Cl, [Na+], [OH-]. Reaction SMILES: [C:1]([CH3:2])(=[O:3])[c:4]1[cH:5][cH:6][c:7]([C:8](=[O:9])[NH:10][c:11]2[c:12]([NH:17][C:18]([O:19][C:20]([CH3:21])([CH3:22])[CH3:23])=[O:24])[cH:13][cH:14][cH:15][cH:16]2)[cH:25][cH:26]1.[CH3:39][OH:40].[Cl:27][c:28]1[c:29]([CH:30]=[O:31])[c:32]([Cl:36])[cH:33][cH:34][cH:35]1.[Na+:38].[OH-:37]>>[C:1]([CH:2]=[CH:30][c:29]1[c:28]([Cl:27])[cH:35][cH:34][cH:33][c:32]1[Cl:36])(=[O:3])[c:4]1[cH:5][cH:6][c:7]([C:8](=[O:9])[NH:10][c:11]2[c:12]([NH:17][C:18]([O:19][C:20]([CH3:21])([CH3:22])[CH3:23])=[O:24])[cH:13][cH:14][cH:15][cH:16]2)[cH:25][cH:26]1. The product is N1CCC(=CC1)C=1C=C(C=NC1)OC1=CC2=C(N=C(S2)N[C@H]2[C@@H](CCCC2)O)C=C1 ((1R,2R)-2-(6-(5-(1,2,3,6-tetrahydropyridin-4-yl)pyridin-3-yloxy)benzo[d]thiazol-2-ylamino)cyclohexanol), Cl (HCl). Procedure: To a solid tert-butyl 4-(5-(2-((1R,2R)-2-hydroxycyclohexylamino)benzo[d]thiazol-6-yloxy)pyridin-3-yl)-5,6-dihydropyridine-1(2H)-carboxylate (7.2 mg, 0.0138 mmol, see Example 25 above) was added 4M HCl in Dioxane (1 mL, 4.0 mmol). The reaction mixture was stirred at room temperature for 1 hour. The crude reaction mixture was concentrated to a solid and lyophilized to give title compound as HCl salt (4.8 mg). ES/MS m/z 423.2 (MH+), Rt=1.72 min. Reaction SMILES: [OH:1][C@@H:2]1[CH2:7][CH2:6][CH2:5][CH2:4][C@H:3]1[NH:8][C:9]1[S:10][C:11]2[CH:17]=[C:16]([O:18][C:19]3[CH:20]=[C:21]([C:25]4[CH2:30][CH2:29][N:28](C(OC(C)(C)C)=O)[CH2:27][CH:26]=4)[CH:22]=[N:23][CH:24]=3)[CH:15]=[CH:14][C:12]=2[N:13]=1.[ClH:38].O1CCOCC1>>[NH:28]1[CH2:27][CH:26]=[C:25]([C:21]2[CH:20]=[C:19]([O:18][C:16]3[CH:15]=[CH:14][C:12]4[N:13]=[C:9]([NH:8][C@@H:3]5[CH2:4][CH2:5][CH2:6][CH2:7][C@H:2]5[OH:1])[S:10][C:11]=4[CH:17]=3)[CH:24]=[N:23][CH:22]=2)[CH2:30][CH2:29]1.[ClH:38]. Starting materials: O[C@H]1[C@@H](CCCC1)NC=1SC2=C(N1)C=CC(=C2)OC=2C=C(C=NC2)C2=CCN(CC2)C(=O)OC(C)(C)C (tert-butyl 4-(5-(2-((1R,2R)-2-hydroxycyclohexylamino)benzo[d]thiazol-6-yloxy)pyridin-3-yl)-5,6-dihydropyridine-1(2H)-carboxylate), Cl (HCl), O1CCOCC1 (Dioxane). Conditions: time 1 hour. Reactants: C(=O)(O)C(C)OC1=CC(C(C2=CC=CC=C12)=O)=O (4-(1-Carboxyethoxy)-1,2-naphthoquinone), N(N)C1=NC=C(C=C1OC)S(N)(=O)=O (2-hydrazino-3-methoxy-5-sulfamoylpyridine). The reagents and catalysts are Cl (hydrochloric acid). The solvent is C(C)(=O)O (acetic acid). Conditions: time 8 hour. Yields the product COC=1C(=NC=C(C1)S(N)(=O)=O)N=NC1=C(C2=CC=CC=C2C(=C1)OC(C)C(=O)O)O (2-(3'-Methoxy-5'-Sulfamoyl-2-Pyridylazo)-4-(1-Carboxyethoxy)-1-Naphthol). RXN SMILES: [C:1]([CH:4]([O:6][C:7]1[C:16]2[C:11](=[CH:12][CH:13]=[CH:14][CH:15]=2)[C:10](=[O:17])[C:9](=O)[CH:8]=1)[CH3:5])([OH:3])=[O:2].[NH:19]([C:21]1[C:26]([O:27][CH3:28])=[CH:25][C:24]([S:29](=[O:32])(=[O:31])[NH2:30])=[CH:23][N:22]=1)[NH2:20]>Cl.C(O)(=O)C>[CH3:28][O:27][C:26]1[C:21]([N:19]=[N:20][C:9]2[CH:8]=[C:7]([O:6][CH:4]([C:1]([OH:3])=[O:2])[CH3:5])[C:16]3[C:11](=[CH:12][CH:13]=[CH:14][CH:15]=3)[C:10]=2[OH:17])=[N:22][CH:23]=[C:24]([S:29](=[O:32])(=[O:31])[NH2:30])[CH:25]=1. Procedure: 4-(1-Carboxyethoxy)-1,2-naphthoquinone (0.22 g, 9×10-4) and 2-hydrazino-3-methoxy-5-sulfamoylpyridine (0.2 g, 9×10-4 mole) were added to acetic acid (15 ml), along with 2 to 3 drops of concentrated hydrochloric acid. After stirring overnight, the resulting precipitate was collected by filtration, air dried, slurried twice with boiling acetic acid (5 ml) and isolated again by filtration; yield, 80 mg (20 percent).